This data is from the Open Reaction Database (ORD), a public repository of structured organic reaction records. The task is: describe an organic reaction: reactants, conditions, products, and yield Starting materials: O=[Cr](=O)([O-])Cl, OC1CCC(c2ccc(OCc3ccc4ccccc4n3)cc2)(c2ccc(OCc3ccc4ccccc4n3)cc2)CC1, c1cc[nH+]cc1. Product: O=C1CCC(c2ccc(OCc3ccc4ccccc4n3)cc2)(c2ccc(OCc3ccc4ccccc4n3)cc2)CC1. Reaction SMILES: [O:44]=[Cr:45]([Cl:46])([O-:47])=[O:48].[n:1]1[c:2]([CH2:11][O:12][c:13]2[cH:14][cH:15][c:16]([C:19]3([c:26]4[cH:27][cH:28][c:29]([O:32][CH2:33][c:34]5[n:35][c:36]6[cH:37][cH:38][cH:39][cH:40][c:41]6[cH:42][cH:43]5)[cH:30][cH:31]4)[CH2:20][CH2:21][CH:22]([OH:25])[CH2:23][CH2:24]3)[cH:17][cH:18]2)[cH:3][cH:4][c:5]2[cH:6][cH:7][cH:8][cH:9][c:10]12.[nH+:49]1[cH:50][cH:51][cH:52][cH:53][cH:54]1>>[n:1]1[c:2]([CH2:11][O:12][c:13]2[cH:14][cH:15][c:16]([C:19]3([c:26]4[cH:27][cH:28][c:29]([O:32][CH2:33][c:34]5[n:35][c:36]6[cH:37][cH:38][cH:39][cH:40][c:41]6[cH:42][cH:43]5)[cH:30][cH:31]4)[CH2:20][CH2:21][C:22](=[O:25])[CH2:23][CH2:24]3)[cH:17][cH:18]2)[cH:3][cH:4][c:5]2[cH:6][cH:7][cH:8][cH:9][c:10]12. Reactants: CCCCCCCCCCCCC, CN1CCCC1=O, O=C1OC(=O)c2cc(F)c(F)cc21. Product: O=C(O)c1ccc(F)c(F)c1. As a reaction SMILES: [CH3:14][CH2:15][CH2:16][CH2:17][CH2:18][CH2:19][CH2:20][CH2:21][CH2:22][CH2:23][CH2:24][CH2:25][CH3:26].[CH3:27][N:28]1[CH2:29][CH2:30][CH2:31][C:32]1=[O:33].[F:1][c:2]1[cH:3][c:4]2[c:5]([cH:11][c:12]1[F:13])[C:6](=[O:7])[O:8][C:9]2=[O:10]>>[F:1][c:2]1[cH:3][c:4]([C:9](=[O:8])[OH:10])[cH:5][cH:11][c:12]1[F:13]. The reactants are C(CCC)[Li] (n-butyllithium), N1C=NC(=C1)C(C(C)C)=O (1-(1H-imidazol-4-yl)-2-methyl-1-propanone), [Cl-].[NH4+] (ammonium chloride), BrC=1C=C2C=CC(=C(C2=CC1)C=C)OC (6-Bromo-1-ethenyl-2-methoxynaphthalene). Run in CCCCCC (hexane), C1CCOC1 (THF), O (water), C1CCOC1 (THF). Run at time 30 minute. The product is C(C)C1=C2C=CC(=CC2=CC=C1OC)C(C(C)C)(O)C=1N=CNC1 (1-(5-Ethyl-6-methoxynaphthalen-2-yl)-1-(1H-imidazol-4-yl)-2-methyl-1-propanol). Isolated yield 86.5%. Reaction SMILES: Br[C:2]1[CH:3]=[C:4]2[C:9](=[CH:10][CH:11]=1)[C:8]([CH:12]=[CH2:13])=[C:7]([O:14][CH3:15])[CH:6]=[CH:5]2.C([Li])CCC.[NH:21]1[CH:25]=[C:24]([C:26](=[O:30])[CH:27]([CH3:29])[CH3:28])[N:23]=[CH:22]1.[Cl-].[NH4+]>C1COCC1.CCCCCC.O>[CH2:12]([C:8]1[C:7]([O:14][CH3:15])=[CH:6][CH:5]=[C:4]2[C:9]=1[CH:10]=[CH:11][C:2]([C:26]([C:24]1[N:23]=[CH:22][NH:21][CH:25]=1)([OH:30])[CH:27]([CH3:29])[CH3:28])=[CH:3]2)[CH3:13] |f:3.4|. Procedure: 6-Bromo-1-ethenyl-2-methoxynaphthalene (1.20 g) was dissolved in THF (12 ml). To the solution was added dropwise a solution of n-butyllithium in hexane (1.6M: 3.4 ml) at −70° C., and the mixture was stirred for 30 min. A solution of 1-(1H-imidazol-4-yl)-2-methyl-1-propanone (1.73 g) in THF (10 ml) was stirred for 40 min, and the temperature of the mixture was elevated to room temperature. To the reaction mixture were added an aqueous solution of ammonium chloride (10 ml) and water (10 ml), and t... The reactants are CC=1C(=CSC1)C(O)C=1N=CN(C1)C(C1=CC=CC=C1)(C1=CC=CC=C1)C1=CC=CC=C1 ((4-methylthien-3-yl)-1-trityl-imidazol-4-yl-methanol), Cl (HCl), C(\C=C\C(=O)O)(=O)O (fumaric acid). The reagents and catalysts are [OH-].[OH-].[Pd+2] (Pd(OH)2). Solvent: CCO (EtOH). Conditions: time 8 hour. The product is C(\C=C\C(=O)O)(=O)O.CC=1C(=CSC1)CC=1N=CNC1 (4-[(4-Methylthien-3-yl)methyl]-1H-imidazole Fumarate). RXN SMILES: [CH3:1][C:2]1[C:3]([CH:7]([C:9]2[N:10]=[CH:11][N:12](C(C3C=CC=CC=3)(C3C=CC=CC=3)C3C=CC=CC=3)[CH:13]=2)O)=[CH:4][S:5][CH:6]=1.Cl.[C:34]([OH:41])(=[O:40])/[CH:35]=[CH:36]/[C:37]([OH:39])=[O:38]>CCO.[OH-].[OH-].[Pd+2]>[C:34]([OH:41])(=[O:40])/[CH:35]=[CH:36]/[C:37]([OH:39])=[O:38].[CH3:1][C:2]1[C:3]([CH2:7][C:9]2[N:10]=[CH:11][NH:12][CH:13]=2)=[CH:4][S:5][CH:6]=1 |f:4.5.6,7.8|. Reported procedure: A solution of (4-methylthien-3-yl)-1-trityl-imidazol-4-yl-methanol (2.5 g, 5.7 mmol) was combined with 1N HCl (6 mL) and Pd(OH)2 (1.25 g) in EtOH and hydrogenated (55 psi) at 50° C. for 48 hrs. The catalyst was removed by filtration through Dicalite, and the solvent was evaporated in vacuo. The residue was dissolved in water, washed twice with Et2 O, and then basified with Na2CO3 and extracted twice with EtOAc. The combined extracts were dried (K2CO3), filtered, and the solvent was evaporated. T...